From a dataset of the Open Reaction Database (ORD), a public repository of structured organic reaction records. describe an organic reaction: reactants, conditions, products, and yield Reactants: CCO, Clc1cc(Cl)nc(-c2ccccc2)n1, O, OCCN1CCNCC1. The product is OCCN1CCN(c2cc(Cl)nc(-c3ccccc3)n2)CC1. Reaction SMILES: [CH3:10][CH2:11][OH:12].[Cl:13][c:14]1[n:15][c:16](-[c:21]2[cH:22][cH:23][cH:24][cH:25][cH:26]2)[n:17][c:18]([Cl:20])[cH:19]1.[OH2:27].[OH:1][CH2:2][CH2:3][N:4]1[CH2:5][CH2:6][NH:7][CH2:8][CH2:9]1>>[OH:1][CH2:2][CH2:3][N:4]1[CH2:5][CH2:6][N:7]([c:18]2[n:17][c:16](-[c:21]3[cH:22][cH:23][cH:24][cH:25][cH:26]3)[n:15][c:14]([Cl:13])[cH:19]2)[CH2:8][CH2:9]1. Starting materials: C1(CC1)N1C=C(C(C2=CC(=C(C(=C12)F)F)F)=O)C(=O)O (1-cyclopropyl-6,7,8-trifluoro-1,4-dihydro-4-oxoquinoline-3-carboxylic acid), CN(C)C=O (DMF), C(C)(C)(C)OC(=O)NCC1=C2CNCC2=CC=C1 (4-(t-butyloxycarbonylaminomethyl)isoindoline), C1CCC2=NCCCN2CC1 (DBU). Product: C(C)(C)(C)OC(=O)C(C1=C2CN(CC2=CC=C1)C1=C(C=C2C(C(=CN(C2=C1F)C1CC1)C(=O)O)=O)F)N (7-[4-(t-butyloxycarbonyl aminomethyl)-2-isoindolinyl]-1-cyclopropyl-6,8-difluoro-1,4-dihydro-4-oxoquinoline-3-carboxylic acid). As a reaction SMILES: [CH:1]1([N:4]2[C:13]3[C:8](=[CH:9][C:10]([F:16])=[C:11](F)[C:12]=3[F:14])[C:7](=[O:17])[C:6]([C:18]([OH:20])=[O:19])=[CH:5]2)[CH2:3][CH2:2]1.[C:21]([O:25][C:26](NCC1C=CC=C2C=1CNC2)=[O:27])([CH3:24])([CH3:23])[CH3:22].[CH2:39]1[CH2:49][CH2:48][N:47]2C(=N[CH2:44][CH2:45][CH2:46]2)[CH2:41][CH2:40]1.[CH3:50][N:51](C=O)C>>[C:21]([O:25][C:26]([CH:50]([NH2:51])[C:39]1[CH:40]=[CH:41][CH:44]=[C:45]2[C:49]=1[CH2:48][N:47]([C:11]1[C:12]([F:14])=[C:13]3[C:8]([C:7](=[O:17])[C:6]([C:18]([OH:20])=[O:19])=[CH:5][N:4]3[CH:1]3[CH2:3][CH2:2]3)=[CH:9][C:10]=1[F:16])[CH2:46]2)=[O:27])([CH3:22])([CH3:23])[CH3:24]. Procedure: 283 mg of 1-cyclopropyl-6,7,8-trifluoro-1,4-dihydro-4-oxoquinoline-3-carboxylic acid, 300 mg of 4-(t-butyloxycarbonylaminomethyl)isoindoline, 300 mg of DBU, and 2 ml of anhydrous DMF were processed in the same manner as in Example 20 to produce 300 mg of 7-[4-(t-butyloxycarbonyl aminomethyl)-2-isoindolinyl]-1-cyclopropyl-6,8-difluoro-1,4-dihydro-4-oxoquinoline-3-carboxylic acid.